This data is from the Open Reaction Database (ORD), a public repository of structured organic reaction records. The task is: describe an organic reaction: reactants, conditions, products, and yield Reactants: [H-].[Na+] (sodium hydride), CN(C)C=O (DMF), CI (methyl iodide), C(C)(C)(C)OC(=O)N1C(=CC2=CC=CC=C12)CC1C(N(C2=C(N(C1=O)CC(=O)N(C1=CC=CC=C1)C(C)C)C=CC=C2)C2=CC=CC=C2)=O (2-[3-(N-tert-butoxycarbonyl-indol-2-ylmethyl)-2,4-dioxo-5-phenyl-2,3,4,5-tetrahydro-benzo[b][1,4]diazepin-1-yl]-N-isopropyl-N-phenyl acetamide), Intermediate 37. Conditions: temperature 50 celsius, time 5 minute. The product is N1C(=CC2=CC=CC=C12)CC1(C(N(C2=C(N(C1=O)CC(=O)N(C1=CC=CC=C1)C(C)C)C=CC=C2)C2=CC=CC=C2)=O)C (2-[3-(1H-indol-2-ylmethyl)-3-methyl-2,4-dioxo-5-phenyl-2,3,4,5-tetrahydro-benzo[b][1,4]diazepin-1-yl]-N-isopropyl-N-phenyl acetamide). As a reaction SMILES: C(OC([N:8]1[C:16]2[C:11](=[CH:12][CH:13]=[CH:14][CH:15]=2)[CH:10]=[C:9]1[CH2:17][CH:18]1[C:24](=[O:25])[N:23]([CH2:26][C:27]([N:29]([CH:36]([CH3:38])[CH3:37])[C:30]2[CH:35]=[CH:34][CH:33]=[CH:32][CH:31]=2)=[O:28])[C:22]2C=[CH:40][CH:41]=[CH:42][C:21]=2N(C2C=CC=CC=2)[C:19]1=O)=O)(C)(C)C.[H-].[Na+].CI.[CH3:54][N:55]([CH:57]=[O:58])[CH3:56]>>[NH:8]1[C:16]2[C:11](=[CH:12][CH:13]=[CH:14][CH:15]=2)[CH:10]=[C:9]1[CH2:17][C:18]1([CH3:19])[C:24](=[O:25])[N:23]([CH2:26][C:27]([N:29]([CH:36]([CH3:38])[CH3:37])[C:30]2[CH:31]=[CH:32][CH:33]=[CH:34][CH:35]=2)=[O:28])[C:22]2[CH:21]=[CH:42][CH:41]=[CH:40][C:54]=2[N:55]([C:56]2[CH:18]=[CH:17][CH:9]=[CH:10][CH:11]=2)[C:57]1=[O:58] |f:1.2|. Procedure: To a stirring solution of 190 mg (0.28 mmol) of 2-[3-(N-tert-butoxycarbonyl-indol-2-ylmethyl)-2,4-dioxo-5-phenyl-2,3,4,5-tetrahydro-benzo[b][1,4]diazepin-1-yl]-N-isopropyl-N-phenyl acetamide, prepared as in Intermediate 37, in 4 mL of DMF at 0° C. is added 17 mg (0.43 mmol, 1.5 equiv) of sodium hydride (60% dispersion in mineral oil). The resulting solution is stirred 5 min, then 26 μL (0.43 mmol, 1.5 equiv) of methyl iodide is added. The reaction mixture is stirred 2 h at RT and then heated to ... Starting materials: CC1CCCC1=O, CC1CCCC(=O)N1, CCO, [H][H], [Na+], [OH-], CC1CCCC(=O)N1O. Product: CC(N)CCCC(=O)O. RXN SMILES: [CH3:1][CH:2]1[CH2:3][CH2:4][CH2:5][C:6]1=[O:7].[CH3:21][CH:22]1[NH:23][C:24](=[O:25])[CH2:26][CH2:27][CH2:28]1.[CH3:29][CH2:30][OH:31].[H:19][H:20].[Na+:9].[OH-:8].[OH:10][N:11]1[C:12](=[O:18])[CH2:13][CH2:14][CH2:15][CH:16]1[CH3:17]>>[O:7]=[C:12]([CH2:13][CH2:14][CH2:15][CH:16]([NH2:11])[CH3:17])[OH:18]. Starting materials: ClC=1C=C(C=CC1)C1=C(N=CC(=N1)C(=O)O)C1CC1 (6-(3-chloro-phenyl)-5-cyclopropyl-pyrazine-2-carboxylic acid), NN1CCCCC1 (1-amino-piperidine). The product is N1(CCCCC1)NC(=O)C1=NC(=C(N=C1)C1CC1)C1=CC(=CC=C1)Cl (6-(3-Chloro-phenyl)-5-cyclopropyl-pyrazine-2-carboxylic acid piperidin-1-ylamide). As a reaction SMILES: [Cl:1][C:2]1[CH:3]=[C:4]([C:8]2[N:13]=[C:12]([C:14]([OH:16])=O)[CH:11]=[N:10][C:9]=2[CH:17]2[CH2:19][CH2:18]2)[CH:5]=[CH:6][CH:7]=1.[NH2:20][N:21]1[CH2:26][CH2:25][CH2:24][CH2:23][CH2:22]1>>[N:21]1([NH:20][C:14]([C:12]2[CH:11]=[N:10][C:9]([CH:17]3[CH2:19][CH2:18]3)=[C:8]([C:4]3[CH:5]=[CH:6][CH:7]=[C:2]([Cl:1])[CH:3]=3)[N:13]=2)=[O:16])[CH2:26][CH2:25][CH2:24][CH2:23][CH2:22]1. Reported procedure: The title compound was synthesized in analogy to Example 6, using 6-(3-chloro-phenyl)-5-cyclopropyl-pyrazine-2-carboxylic acid (Example 3a) and 1-amino-piperidine as starting materials, and isolated (29 mg, 40%) as white solid; LC-MS (UV peak area, ESI) 100%, 357.1485 (M+H). Reactants: ClC=1C=CC2=C(C(=NCC(C2=O)=CN(C)C)C2=C(C=CC=C2F)F)C1 (8-Chloro-4-dimethylaminomethylene-1-(2,6-difluorophenyl)-3,4-dihydrobenzo[c]azepin-5-one), Cl.NC(=N)N (guanidine hydrochloride), C([O-])([O-])=O.[K+].[K+] (potassium carbonate), C(C)O (ethanol). Solvent: C(C)OCC (diethyl ether), O (water). The product is ClC=1C=CC2=C(C(=NCC3=C2N=C(N=C3)N)C3=C(C=CC=C3F)F)C1 (9-chloro-7-(2,6-difluoro-phenyl)-5H-benzo[c]pyrimido[4,5-e]azepin-2-yl amine). Isolated yield 88.6%. RXN SMILES: [Cl:1][C:2]1[CH:3]=[CH:4][C:5]2[C:11](=O)[C:10](=[CH:13]N(C)C)[CH2:9][N:8]=[C:7]([C:17]3[C:22]([F:23])=[CH:21][CH:20]=[CH:19][C:18]=3[F:24])[C:6]=2[CH:25]=1.Cl.[NH2:27][C:28]([NH2:30])=[NH:29].C(=O)([O-])[O-].[K+].[K+].C(O)C>C(OCC)C.O>[Cl:1][C:2]1[CH:3]=[CH:4][C:5]2[C:11]3[N:29]=[C:28]([NH2:30])[N:27]=[CH:13][C:10]=3[CH2:9][N:8]=[C:7]([C:17]3[C:18]([F:24])=[CH:19][CH:20]=[CH:21][C:22]=3[F:23])[C:6]=2[CH:25]=1 |f:1.2,3.4.5|. Procedure details: 8-Chloro-4-dimethylaminomethylene-1-(2,6-difluorophenyl)-3,4-dihydrobenzo[c]azepin-5-one (5aa) (3.6 g, 10 mmol), guanidine hydrochloride (1.06 g, 11 mmol), potassium carbonate (4.6 g, 33 mmol), and ethanol (100 mL) were combined in a 100-mL round-bottomed flask and stirred at reflux for 3 hours. The reaction mixture was poured into 500 mL water with stirring. The mixture was extracted with ethyl acetate (4×200 mL). The organic extracts were combined, washed with saline, dried (Na2SO4), filtered,... Reactants: O=S1(NC(C2=C3C1=CC=CC3=CC=C2)=O)=O (1,1-dioxo-2,3-dihydro-naphtho[1,8-de][1,2]thiazin-3-one), solution. The solvent is O1CCCC1 (tetrahydrofuran), O1CCCC1 (tetrahydrofuran). Run at temperature 65 celsius. Product: S1(NCC2=C3C1=CC=CC3=CC=C2)(=O)=O (2,3-DIHYDRO-NAPHTHO[1,8-DE][1,2]THIAZINE1,1-DIOXIDE). The yield is 60.6%. As a reaction SMILES: [O:1]=[S:2]1(=[O:16])[C:7]2=[CH:8][CH:9]=[CH:10][C:11]3=[CH:12][CH:13]=[CH:14][C:5](=[C:6]23)[C:4](=O)[NH:3]1>O1CCCC1>[S:2]1(=[O:1])(=[O:16])[C:7]2=[CH:8][CH:9]=[CH:10][C:11]3=[CH:12][CH:13]=[CH:14][C:5](=[C:6]23)[CH2:4][NH:3]1. Reported procedure: A solution of 1,1-dioxo-2,3-dihydro-naphtho[1,8-de][1,2]thiazin-3-one (137 mg, 0.587 mmol) in anhydrous tetrahydrofuran (2 mL) was treated with a 1.0M solution of borane-tetrahydrofuran complex in tetrahydrofuran (1.17 mL, 1.17 mmol). The resulting solution was heated at 65° C. for 5 hours. The reaction mixture was quenched with methanol (5 mL) and evaporated under vacuum. The residue was purified by preparative layer chromatography on two 1 mm×20 cm×20 cm silica gel GF plates, developing with 7... Reactants: O1C(=CC=C1)C=1OC(=C(N1)COC1=CC=C(CN2N=C(C(=C2)CO)OCC2=CC=C(C=C2)OCC=2N=C(OC2C)C=2OC=CC2)C=C1)C ([1-[4-[2-(2-furyl)-5-methyl-4-oxazolylmethoxy]benzyl]-3-[4-[2-(2-furyl)-5-methyl-4-oxazolylmethoxy]benzyloxy]-1H-pyrazol-4-yl]methanol). The reagents and catalysts are [O-2].[O-2].[Mn+4] (manganese dioxide). The solvent is O1CCCC1 (tetrahydrofuran). Conditions: time 3 hour. The product is O1C(=CC=C1)C=1OC(=C(N1)COC1=CC=C(CN2N=C(C(=C2)C=O)OCC2=CC=C(C=C2)OCC=2N=C(OC2C)C=2OC=CC2)C=C1)C (1-[4-[2-(2-furyl)-5-methyl-4-oxazolylmethoxy]benzyl]-3-[4-[2-(2-furyl)-5-methyl-4-oxazolylmethoxy]benzyloxy]-1H-pyrazole-4-carbaldehyde). Yield: 89.1%. RXN SMILES: [O:1]1[CH:5]=[CH:4][CH:3]=[C:2]1[C:6]1[O:7][C:8]([CH3:48])=[C:9]([CH2:11][O:12][C:13]2[CH:47]=[CH:46][C:16]([CH2:17][N:18]3[CH:22]=[C:21]([CH2:23][OH:24])[C:20]([O:25][CH2:26][C:27]4[CH:32]=[CH:31][C:30]([O:33][CH2:34][C:35]5[N:36]=[C:37]([C:41]6[O:42][CH:43]=[CH:44][CH:45]=6)[O:38][C:39]=5[CH3:40])=[CH:29][CH:28]=4)=[N:19]3)=[CH:15][CH:14]=2)[N:10]=1>[O-2].[O-2].[Mn+4].O1CCCC1>[O:1]1[CH:5]=[CH:4][CH:3]=[C:2]1[C:6]1[O:7][C:8]([CH3:48])=[C:9]([CH2:11][O:12][C:13]2[CH:14]=[CH:15][C:16]([CH2:17][N:18]3[CH:22]=[C:21]([CH:23]=[O:24])[C:20]([O:25][CH2:26][C:27]4[CH:28]=[CH:29][C:30]([O:33][CH2:34][C:35]5[N:36]=[C:37]([C:41]6[O:42][CH:43]=[CH:44][CH:45]=6)[O:38][C:39]=5[CH3:40])=[CH:31][CH:32]=4)=[N:19]3)=[CH:46][CH:47]=2)[N:10]=1 |f:1.2.3|. Reported procedure: A mixture of [1-[4-[2-(2-furyl)-5-methyl-4-oxazolylmethoxy]benzyl]-3-[4-[2-(2-furyl)-5-methyl-4-oxazolylmethoxy]benzyloxy]-1H-pyrazol-4-yl]methanol (16.59 g), activated manganese dioxide (35.19 g) and tetrahydrofuran (100 ml) was stirred at room temperature for 3 hours. After the manganese dioxide was removed by filtration, the filtrate was concentrated. The crystals obtained were collected by filtration to yield 1-[4-[2-(2-furyl)-5-methyl-4-oxazolylmethoxy]benzyl]-3-[4-[2-(2-furyl)-5-methyl-4-o... Starting materials: C1(=CC=CC=C1)C1CCNCC1 (4-Phenylpiperidine), O1C(CC(CCCCCCCCCCCCCCC)OC(CCCCCCCCCCCCCCC)CC2CO2)C1 (2,3-epoxypropyl-n-hexadecylether), CC(=O)C (acetone). Conditions: temperature 180 celsius, time 16 hour. Yields the product OC(CN1CCC(CC1)C1=CC=CC=C1)COCCCCCCCCCCCCCCCC (1-(2-Hydroxy-3-n-hexadecyloxypropyl)-4-phenylpiperidine). The yield is 50.0%. RXN SMILES: [C:1]1([CH:7]2[CH2:12][CH2:11][NH:10][CH2:9][CH2:8]2)[CH:6]=[CH:5][CH:4]=[CH:3][CH:2]=1.O1CC1C[CH:16]([O:32][CH:33]([CH2:49][CH:50]1OC1)CCCCCCCCCCCCCCC)[CH2:17][CH2:18][CH2:19][CH2:20][CH2:21][CH2:22][CH2:23][CH2:24][CH2:25][CH2:26][CH2:27][CH2:28][CH2:29][CH2:30][CH3:31].CC(C)=[O:56]>>[OH:56][CH:49]([CH2:33][O:32][CH2:16][CH2:17][CH2:18][CH2:19][CH2:20][CH2:21][CH2:22][CH2:23][CH2:24][CH2:25][CH2:26][CH2:27][CH2:28][CH2:29][CH2:30][CH3:31])[CH2:50][N:10]1[CH2:9][CH2:8][CH:7]([C:1]2[CH:6]=[CH:5][CH:4]=[CH:3][CH:2]=2)[CH2:12][CH2:11]1. Procedure details: 4-Phenylpiperidine (1.8 g, 0.011 mol) and 2,3-epoxypropyl-n-hexadecylether (2.98 g, 0.01 mol) were combined and heated to 180° C. for 30 minutes. The reaction mixture was cooled, acetone was added, and the mixture was stirred for 16 hours. The resulting solids were collected and recrystallized from hot acetone to give pure product (2.3 g, 50% yield): mp 64°-65° C.